This data is from the Open Reaction Database (ORD), a public repository of structured organic reaction records. The task is: describe an organic reaction: reactants, conditions, products, and yield The product is ClCCCOC1=CC=CC=C1 (3-Chloropropoxybenzene), oil. Yield: 88.0%. The reagents and catalysts are S(=O)(=O)(O)[O-].C(CCC)[N+](CCCC)(CCCC)CCCC (tetrabutylammonium hydrogen sulphate). Procedure: A two-phase mixture of phenol (5 g, 53 mmol), dichloropropane (32 ml), tetrabutylammonium hydrogen sulphate (0.3 g, 1 mmol), and sodium hydroxide solution (25 ml, 3M) was refluxed for 3 h. The organic layer was separated, dried (MgSO4), washed through a plug of silica with dichloromethane (200 ml), and concentrated in vacuo. The residues were distilled to give the title compound as a colourless, viscous oil (8.0 g, 88%) bp 110° C. at 0.1 mm Hg. NMR (CDCl3, 250 MHz) δ=2.26 (2H,q,J=6 Hz), 3.77 (2H... Starting materials: C1(=CC=CC=C1)O (phenol), CCC(Cl)Cl (dichloropropane), [OH-].[Na+] (sodium hydroxide). As a reaction SMILES: [C:1]1([OH:7])[CH:6]=[CH:5][CH:4]=[CH:3][CH:2]=1.[CH3:8][CH2:9][CH:10](Cl)[Cl:11].[OH-].[Na+]>S([O-])(O)(=O)=O.C([N+](CCCC)(CCCC)CCCC)CCC>[Cl:11][CH2:10][CH2:9][CH2:8][O:7][C:1]1[CH:6]=[CH:5][CH:4]=[CH:3][CH:2]=1 |f:2.3,4.5|. The reactants are NC=1C(=CC2=C(N=C(N=C2)NCCCN(CC)CC)N1)C1=C(C=CC=C1Cl)Cl (7-amino-6-(2,6-dichlorophenyl)-2-(3-diethylamino-propylamino)-pyrido[2,3-d]pyrimidine), [H-].[Na+] (sodium hydride), C (charcoal), C(C)(C)(C)N=C=O (t-butyl isocyanate). Run in CN(C)C=O (DMF), O (water). Conditions: time 1 hour. Product: C(C)(C)(C)NC(=O)NC=1C(=CC2=C(N=C(N=C2)NCCCN(CC)CC)N1)C1=C(C=CC=C1Cl)Cl (1-tert-butyl-3-[6-(2,6-dichlorophenyl)-2-(3-diethylamino-propylamino)-pyrido[2,3-d]pyrimidin-7-yl]-urea). Isolated yield 27.9%. Reaction SMILES: [NH2:1][C:2]1[C:3]([C:21]2[C:26]([Cl:27])=[CH:25][CH:24]=[CH:23][C:22]=2[Cl:28])=[CH:4][C:5]2[CH:10]=[N:9][C:8]([NH:11][CH2:12][CH2:13][CH2:14][N:15]([CH2:18][CH3:19])[CH2:16][CH3:17])=[N:7][C:6]=2[N:20]=1.[H-].[Na+].[C:31]([N:35]=[C:36]=[O:37])([CH3:34])([CH3:33])[CH3:32].C>CN(C=O)C.O>[C:31]([NH:35][C:36]([NH:1][C:2]1[C:3]([C:21]2[C:26]([Cl:27])=[CH:25][CH:24]=[CH:23][C:22]=2[Cl:28])=[CH:4][C:5]2[CH:10]=[N:9][C:8]([NH:11][CH2:12][CH2:13][CH2:14][N:15]([CH2:18][CH3:19])[CH2:16][CH3:17])=[N:7][C:6]=2[N:20]=1)=[O:37])([CH3:34])([CH3:33])[CH3:32] |f:1.2|. Reported procedure: To a solution of 7-amino-6-(2,6-dichlorophenyl)-2-(3-diethylamino-propylamino)-pyrido[2,3-d]pyrimidine (0.48 g) from Example 20 in DMF (5 mL) was added 60% sodium hydride suspension (46 mg), and the mixture was stirred for 1 hour at room temperature. To the reaction mixture was added t-butyl isocyanate (0.113 g), and the mixture was stirred for 18 hours. The reaction mixture was diluted with water and the insoluble material was collected by filtration. The solid was suspended in water (20 mL) an... Starting materials: C1CCOC1, CI, [H-], [Na+], CC1(C)C(C(=O)c2cn(CC3CCOCC3)c3cc(O)ccc23)C1(C)C. Yields the product COc1ccc2c(C(=O)C3C(C)(C)C3(C)C)cn(CC3CCOCC3)c2c1. As a reaction SMILES: [CH2:31]1[O:32][CH2:33][CH2:34][CH2:35]1.[CH3:29][I:30].[H-:28].[Na+:27].[OH:1][c:2]1[cH:3][cH:4][c:5]2[c:6]([C:18](=[O:19])[CH:20]3[C:21]([CH3:25])([CH3:26])[C:22]3([CH3:23])[CH3:24])[cH:7][n:8]([CH2:11][CH:12]3[CH2:13][CH2:14][O:15][CH2:16][CH2:17]3)[c:9]2[cH:10]1>>[O:1]([c:2]1[cH:3][cH:4][c:5]2[c:6]([C:18](=[O:19])[CH:20]3[C:21]([CH3:25])([CH3:26])[C:22]3([CH3:23])[CH3:24])[cH:7][n:8]([CH2:11][CH:12]3[CH2:13][CH2:14][O:15][CH2:16][CH2:17]3)[c:9]2[cH:10]1)[CH3:29]. The reactants are C[Si](C)(C)c1[nH]c2ncc(Br)cc2c1-c1ccoc1, CCCC[N+](CCCC)(CCCC)CCCC, C1CCOC1, [F-]. Reaction SMILES: [Br:1][c:2]1[cH:3][c:4]2[c:5]([n:6][cH:7]1)[nH:8][c:9]([Si:16]([CH3:17])([CH3:18])[CH3:19])[c:10]2-[c:11]1[cH:12][o:13][cH:14][cH:15]1.[CH2:21]([N+:22]([CH2:23][CH2:24][CH2:25][CH3:26])([CH2:27][CH2:28][CH2:29][CH3:30])[CH2:31][CH2:32][CH2:33][CH3:34])[CH2:35][CH2:36][CH3:37].[CH2:38]1[O:39][CH2:40][CH2:41][CH2:42]1.[F-:20]>>[Br:1][c:2]1[cH:3][c:4]2[c:5]([n:6][cH:7]1)[nH:8][cH:9][c:10]2-[c:11]1[cH:12][o:13][cH:14][cH:15]1. Yields the product Brc1cnc2[nH]cc(-c3ccoc3)c2c1. Starting materials: C(C)OC(COCC1=C(C=CC=C1)[N+](=O)[O-])=O (Ethyl(o-nitro-benzyloxy)acetate). Reagents/catalysts: [Pd] (Pd on carbon). The solvent is C(C)O (ethanol). Conditions: time 2 hour. Product: NC1=C(COCC(=O)O)C=CC=C1 (o-amino-benzyloxy acetic acid). RXN SMILES: C([O:3][C:4](=[O:17])[CH2:5][O:6][CH2:7][C:8]1[CH:13]=[CH:12][CH:11]=[CH:10][C:9]=1[N+:14]([O-])=O)C>C(O)C.[Pd]>[NH2:14][C:9]1[CH:10]=[CH:11][CH:12]=[CH:13][C:8]=1[CH2:7][O:6][CH2:5][C:4]([OH:17])=[O:3]. Procedure: 14 g Ethyl(o-nitro-benzyloxy)acetate were dissolved in 300 ml 96% ethanol and 1.5 g 5% Pd on carbon was added. The mixture was then hydrogenated at normal pressure and room temperature. After completion of the reaction the mixture was filtered and the filtrate was added to 50 ml 4N NaOH and the resulting solution was left at room temperature for 2 hours, whereafter 50 ml 4N HCl were added. The mixture was evaporated, and the residue was stirred with 200 ml acetone. The mixture was filtered. The ... Starting materials: CN(C)C(=[N+](C)C)ON1C2=C(C=CC=C2)N=N1.[B-](F)(F)(F)F (TBTU), C=1C=CC2=C(C1)N=NN2O (HOBT), CCN(C(C)C)C(C)C (DIPEA), N1=C(NC2=C1C=CC=C2)C(=O)O (benzimidazolecarboxylic acid), amine, O (water), acid. Run in CN(C)C=O (DMF), CN(C)C=O (DMF), CN(C)C=O (DMF). Reaction conditions: time 3 hour. Product: N1=CC(=CC=C1)OC=1C=C(C=CC1)NC(=O)C1=NC2=C(N1)C=CC=C2C (N-[3-(pyridine-3-yloxy)phenyl]-4-methyl-1H-benzimidazole-2-carboxamide). Reaction SMILES: [N:1]1[C:5]2[CH:6]=[CH:7][CH:8]=[CH:9][C:4]=2[NH:3][C:2]=1[C:10]([OH:12])=O.CN(C(ON1N=[N:28][C:23]2[CH:24]=[CH:25][CH:26]=[CH:27][C:22]1=2)=[N+](C)C)C.[B-](F)(F)(F)F.[CH:35]1[CH:36]=[CH:37]C2N(O)N=[N:41][C:39]=2[CH:40]=1.[CH3:45]CN(C(C)C)C(C)C.[OH2:54]>CN(C=O)C>[N:41]1[CH:37]=[CH:36][CH:35]=[C:40]([O:54][C:25]2[CH:24]=[C:23]([NH:28][C:10]([C:2]3[NH:1][C:5]4[CH:6]=[CH:7][CH:8]=[C:9]([CH3:45])[C:4]=4[N:3]=3)=[O:12])[CH:22]=[CH:27][CH:26]=2)[CH:39]=1 |f:1.2|. Procedure: 0.064 mmol of benzimidazolecarboxylic acid 4f was dissolved in DMF together with 0.064 mmol of the amine 5d, a solution of TBTU (0.096 mmol) in DMF, HOBT (0.026 mmol) in DMF and 0.32 mmol of DIPEA were added successively, and the mixture was stirred at room temperature. After 3 hours, a further 0.3 eq. of acid was added, and the mixture was stirred for 2 hours. The reaction mixture was diluted with water, and the resulting precipitate was filtered off with suction and washed with water.